Dataset: the Open Reaction Database (ORD), a public repository of structured organic reaction records. Task: describe an organic reaction: reactants, conditions, products, and yield The reactants are ClC(Cl)(Cl)Cl, CCCc1nn2ccccc2c1-c1ccnc(F)c1, [Li]CCCC, C1CCOC1. Product: CCCc1nn2c(Cl)cccc2c1-c1ccnc(F)c1. Reaction SMILES: [C:25]([Cl:26])([Cl:27])([Cl:28])[Cl:29].[F:1][c:2]1[n:3][cH:4][cH:5][c:6](-[c:8]2[c:9]([CH2:17][CH2:18][CH3:19])[n:10][n:11]3[c:12]2[cH:13][cH:14][cH:15][cH:16]3)[cH:7]1.[Li:20][CH2:21][CH2:22][CH2:23][CH3:24].[O:30]1[CH2:31][CH2:32][CH2:33][CH2:34]1>>[F:1][c:2]1[n:3][cH:4][cH:5][c:6](-[c:8]2[c:9]([CH2:17][CH2:18][CH3:19])[n:10][n:11]3[c:12]2[cH:13][cH:14][cH:15][c:16]3[Cl:26])[cH:7]1. The reactants are OC=1C(=C(OCCCCC#N)C=CC1C(C1=C(C=CC=C1)O)=O)CCC (5-[3-hydroxy-4-(2-hydroxybenzoyl)-2-propylphenoxy]pentanenitrile), C([O-])([O-])=O.[K+].[K+] (potassium carbonate), S(=O)(=O)(OC)OC (dimethyl sulfate). The solvent is CC(CC)=O (2-butanone). Run at temperature 25 celsius. Product: OC=1C(=C(OCCCCC#N)C=CC1C(C1=C(C=CC=C1)OC)=O)CCC (5-[3-Hydroxy-4-(2-methoxybenzoyl)-2-propylphenoxy]pentanenitrile). Isolated yield 84.3%. RXN SMILES: [OH:1][C:2]1[C:3]([CH2:24][CH2:25][CH3:26])=[C:4]([CH:12]=[CH:13][C:14]=1[C:15](=[O:23])[C:16]1[CH:21]=[CH:20][CH:19]=[CH:18][C:17]=1[OH:22])[O:5][CH2:6][CH2:7][CH2:8][CH2:9][C:10]#[N:11].[C:27](=O)([O-])[O-].[K+].[K+].S(OC)(OC)(=O)=O>CC(=O)CC>[OH:1][C:2]1[C:3]([CH2:24][CH2:25][CH3:26])=[C:4]([CH:12]=[CH:13][C:14]=1[C:15](=[O:23])[C:16]1[CH:21]=[CH:20][CH:19]=[CH:18][C:17]=1[O:22][CH3:27])[O:5][CH2:6][CH2:7][CH2:8][CH2:9][C:10]#[N:11] |f:1.2.3|. Reported procedure: Five grams of 5-[3-hydroxy-4-(2-hydroxybenzoyl)-2-propylphenoxy]pentanenitrile, 11.7 g of potassium carbonate, and 1.42 ml of dimethyl sulfate in 50 ml of 2-butanone were stirred at reflux for approximately 18 hours. After cooling to 25° C., the mixture was partitioned between ethyl acetate and water. The organic layer was separated, washed with one volume of water and one volume of a saturated sodium chloride solution, dried over magnesium sulfate, filtered, and evaporated to dryness leaving a ... The reactants are BrC1=C(C=CC(=C1)NC1=NC(=CN=C1C(N)=O)OC1=CC(=CC=C1)[N+](=O)[O-])N1CCN(CC1)C(=O)OC(C)(C)C (tert-butyl 4-(2-bromo-4-{[3-carbamoyl-6-(3-nitrophenoxy)pyrazin-2-yl]amino}phenyl)piperazine-1-carboxylate), FC(C(=O)O)(F)F (trifluoroacetic acid). Run in ClCCCl (1,2-dichloroethane). Run at time 2 hour. The product is BrC=1C=C(C=CC1N1CCNCC1)NC=1C(=NC=C(N1)OC1=CC(=CC=C1)[N+](=O)[O-])C(=O)N (3-{[3-bromo-4-(piperazin-1-yl)phenyl]amino}-5-(3-nitrophenoxy)pyrazine-2-carboxamide). The yield is 91.6%. Reaction SMILES: [Br:1][C:2]1[CH:7]=[C:6]([NH:8][C:9]2[C:14]([C:15](=[O:17])[NH2:16])=[N:13][CH:12]=[C:11]([O:18][C:19]3[CH:24]=[CH:23][CH:22]=[C:21]([N+:25]([O-:27])=[O:26])[CH:20]=3)[N:10]=2)[CH:5]=[CH:4][C:3]=1[N:28]1[CH2:33][CH2:32][N:31](C(OC(C)(C)C)=O)[CH2:30][CH2:29]1.FC(F)(F)C(O)=O>ClCCCl>[Br:1][C:2]1[CH:7]=[C:6]([NH:8][C:9]2[C:14]([C:15]([NH2:16])=[O:17])=[N:13][CH:12]=[C:11]([O:18][C:19]3[CH:24]=[CH:23][CH:22]=[C:21]([N+:25]([O-:27])=[O:26])[CH:20]=3)[N:10]=2)[CH:5]=[CH:4][C:3]=1[N:28]1[CH2:33][CH2:32][NH:31][CH2:30][CH2:29]1. Procedure details: To a mixture of tert-butyl 4-(2-bromo-4-{[3-carbamoyl-6-(3-nitrophenoxy)pyrazin-2-yl]amino}phenyl)piperazine-1-carboxylate (682 mg) and 1,2-dichloroethane (7 mL) was added trifluoroacetic acid (3 mL) under ice-cooling, and followed by stirring at room temperature for 2 hours. The reaction mixture was concentrated under reduced pressure, then diluted with chloroform, and neutralized with a 10% aqueous potassium carbonate solution. After extracting with chloroform, the organic phase was dried over... The reactants are CC(O)CNC(=O)OC(C)(C)C, CC(=O)[O-], CC(=O)[O-], CC(=O)[O-], CC(Cl)Cl, CCOC(=O)C=[N+]=[N-], [Rh+3]. Product: CCOC(=O)COC(C)CNC(=O)OC(C)(C)C. Reaction SMILES: [C:1]([CH3:2])([CH3:3])([CH3:4])[O:5][C:6]([NH:7][CH2:8][CH:9]([CH3:10])[OH:11])=[O:12].[C:25]([O-:26])(=[O:27])[CH3:28].[C:30]([O-:31])(=[O:32])[CH3:33].[C:34]([O-:35])(=[O:36])[CH3:37].[Cl:21][CH:22]([Cl:23])[CH3:24].[N+:13](=[N-:14])=[CH:15][C:16](=[O:17])[O:18][CH2:19][CH3:20].[Rh+3:29]>>[C:1]([CH3:2])([CH3:3])([CH3:4])[O:5][C:6]([NH:7][CH2:8][CH:9]([CH3:10])[O:11][CH2:15][C:16](=[O:17])[O:18][CH2:19][CH3:20])=[O:12]. Reactants: O (water), ClC=1C=C(C=C)C=CC1 (3-chlorostyrene), C(Cl)Cl (CH2Cl2), Pb(OAc)4. The solvent is FC(C(=O)O)(F)F (trifluoroacetic acid). Reaction conditions: time 30 minute. Yields the product ClC=1C=C(CCC=O)C=CC1 (2-(3-Chlorobenzyl)acetaldehyde). Reaction SMILES: [Cl:1][C:2]1[CH:3]=[C:4]([CH:7]=[CH:8][CH:9]=1)[CH:5]=[CH2:6].[CH2:10](Cl)Cl.[OH2:13]>FC(F)(F)C(O)=O>[Cl:1][C:2]1[CH:3]=[C:4]([CH:7]=[CH:8][CH:9]=1)[CH2:5][CH2:6][CH:10]=[O:13]. Procedure details: To a 25° C. solution of 3-chlorostyrene in anhydrous CH2Cl2 ( 10.0 g, 72.15 mmol) was added a well-stirred solution of Pb(OAc)4 (35.2 g, 79.4 mmol) in trifluoroacetic acid (150 mL), dropwise. Reaction was completed within 30 minutes of the addition and after being stirred for a further 30 minutes, the mixture was poured into water, extracted with ether (3×), the combined organic layers were washed with saturated NaHCO3 solution, water, dried (MgSO4), and concentrated to a volume of about 15 mL a... Starting materials: CCO, COC(=O)c1cc(NC(=O)c2cc(-n3cnc(C4CC4)c3)ccn2)cs1, NN, O. The product is NNC(=O)c1cc(NC(=O)c2cc(-n3cnc(C4CC4)c3)ccn2)cs1. RXN SMILES: [CH3:30][CH2:31][OH:32].[CH:1]1([c:4]2[n:5][cH:6][n:7](-[c:9]3[cH:10][c:11]([C:15](=[O:16])[NH:17][c:18]4[cH:19][c:20]([C:23](=[O:24])[O:25][CH3:26])[s:21][cH:22]4)[n:12][cH:13][cH:14]3)[cH:8]2)[CH2:2][CH2:3]1.[NH2:28][NH2:29].[OH2:27]>>[CH:1]1([c:4]2[n:5][cH:6][n:7](-[c:9]3[cH:10][c:11]([C:15](=[O:16])[NH:17][c:18]4[cH:19][c:20]([C:23](=[O:24])[NH:28][NH2:29])[s:21][cH:22]4)[n:12][cH:13][cH:14]3)[cH:8]2)[CH2:2][CH2:3]1.